Dataset: the Open Reaction Database (ORD), a public repository of structured organic reaction records. Task: describe an organic reaction: reactants, conditions, products, and yield Starting materials: C(C1=CC=CC=C1)N(C1=C(C(=CC=C1)NS(=O)(=O)C)C)CC1=CC=C(OC2=CC=C(OCC(=O)O)C=C2)C=C1 ((4-{4-[(benzyl{2-methyl-3-[(methylsulfonyl)amino]phenyl}amino)methyl]phenoxy}phenoxy)acetic acid), Cl.C(C)(C)(C)OC([C@@H](N)CC(N)=O)=O (L-aspargine tert-butyl ester hydrochloride), 258B. The product is C(C1=CC=CC=C1)N(C1=C(C(=CC=C1)NS(=O)(=O)C)C)CC1=CC=C(OC2=CC=C(OCC(=O)N[C@@H](CC(N)=O)C(=O)O)C=C2)C=C1 (N˜2˜-[(4-{4-[(benzyl{2-methyl-3-[(methylsulfonyl)amino]phenyl}amino)methyl]phenoxy}phenoxy)acetyl]-L-asparagine). As a reaction SMILES: [CH2:1]([N:8]([CH2:21][C:22]1[CH:39]=[CH:38][C:25]([O:26][C:27]2[CH:37]=[CH:36][C:30]([O:31][CH2:32][C:33](O)=[O:34])=[CH:29][CH:28]=2)=[CH:24][CH:23]=1)[C:9]1[CH:14]=[CH:13][CH:12]=[C:11]([NH:15][S:16]([CH3:19])(=[O:18])=[O:17])[C:10]=1[CH3:20])[C:2]1[CH:7]=[CH:6][CH:5]=[CH:4][CH:3]=1.Cl.C([O:45][C:46](=[O:53])[C@H:47]([CH2:49][C:50](=[O:52])[NH2:51])[NH2:48])(C)(C)C>>[CH2:1]([N:8]([CH2:21][C:22]1[CH:23]=[CH:24][C:25]([O:26][C:27]2[CH:28]=[CH:29][C:30]([O:31][CH2:32][C:33]([NH:48][C@H:47]([C:46]([OH:45])=[O:53])[CH2:49][C:50](=[O:52])[NH2:51])=[O:34])=[CH:36][CH:37]=2)=[CH:38][CH:39]=1)[C:9]1[CH:14]=[CH:13][CH:12]=[C:11]([NH:15][S:16]([CH3:19])(=[O:17])=[O:18])[C:10]=1[CH3:20])[C:2]1[CH:3]=[CH:4][CH:5]=[CH:6][CH:7]=1 |f:1.2|. Procedure details: The product from Example 95C and L-aspargine tert-butyl ester hydrochloride were processed as described in Example 251A and 258B to provide the titled compound. 1H NMR (500 MHz, DMSO-d6) δ12.18-13.09 (br.s, 1 H), 8.94 (s, 1 H), 8.28 (d, 1 H), 7.39 (s, 1 H), 7.23 (m, 7 H), 7.03 (t, 1 H), 6.94 (m, 6 H), 6.91 (s, 1 H), 6.84 (d, 2 H), 4.60 (dd, 1 H), 4.49 (s, 2 H), 4.05 (s, 2 H), 4.00 (s, 2 H), 2.91 (s, 3 H), 2.60 (d2 H), 2.39 (s, 3 H); MS ((ESI+) m/z 661 (M+H)+.